Dataset: the Open Reaction Database (ORD), a public repository of structured organic reaction records. Task: describe an organic reaction: reactants, conditions, products, and yield The reactants are Cc1ccc(S(=O)(=O)N(CC(C)C)C(CCCCNC(=O)OCC2c3ccccc3-c3ccccc32)C(=O)O)cc1, C=[N+]=[N-]. The product is COC(=O)C(CCCCNC(=O)OCC1c2ccccc2-c2ccccc21)N(CC(C)C)S(=O)(=O)c1ccc(C)cc1. Reaction SMILES: [CH2:1]([CH:2]([CH3:3])[CH3:4])[N:5]([CH:6]([CH2:7][CH2:8][CH2:9][CH2:10][NH:11][C:12](=[O:13])[O:14][CH2:15][CH:16]1[c:17]2[cH:18][cH:19][cH:20][cH:21][c:22]2-[c:23]2[cH:24][cH:25][cH:26][cH:27][c:28]21)[C:29](=[O:30])[OH:31])[S:32](=[O:33])(=[O:34])[c:35]1[cH:36][cH:37][c:38]([CH3:41])[cH:39][cH:40]1.[N+:42](=[N-:43])=[CH2:44]>>[CH2:1]([CH:2]([CH3:3])[CH3:4])[N:5]([CH:6]([CH2:7][CH2:8][CH2:9][CH2:10][NH:11][C:12](=[O:13])[O:14][CH2:15][CH:16]1[c:17]2[cH:18][cH:19][cH:20][cH:21][c:22]2-[c:23]2[cH:24][cH:25][cH:26][cH:27][c:28]21)[C:29]([O:30][CH3:44])=[O:31])[S:32](=[O:33])(=[O:34])[c:35]1[cH:36][cH:37][c:38]([CH3:41])[cH:39][cH:40]1.